From a dataset of the Open Reaction Database (ORD), a public repository of structured organic reaction records. describe an organic reaction: reactants, conditions, products, and yield Starting materials: [BH3-]C#N, CNC, CC(=O)[O-], CO, Cl, [Na+], [Na+], CC(=O)Nc1ccc(CCC=O)cc1. Yields the product CC(=O)Nc1ccc(CCCN(C)C)cc1. As a reaction SMILES: [C:24]([BH3-:25])#[N:26].[CH3:16][NH:17][CH3:18].[CH3:20][C:21](=[O:22])[O-:23].[CH3:28][OH:29].[ClH:15].[Na+:19].[Na+:27].[O:1]=[CH:2][CH2:3][CH2:4][c:5]1[cH:6][cH:7][c:8]([NH:11][C:12]([CH3:13])=[O:14])[cH:9][cH:10]1>>[CH2:2]([CH2:3][CH2:4][c:5]1[cH:6][cH:7][c:8]([NH:11][C:12]([CH3:13])=[O:14])[cH:9][cH:10]1)[N:17]([CH3:16])[CH3:18]. Reactants: NC1=NC=CC=C1[N+](=O)[O-] (2-amino-3-nitropyridine), ClC1=CC(=CC=C1)C(=O)OO (m-chloroperbenzoic acid). Solvent: CC(=O)C (acetone), CC(=O)C (acetone), CC(=O)C (acetone). Conditions: time 3 day. Yields the product NC1=[N+](C=CC=C1[N+](=O)[O-])[O-] (2-Amino-3-nitropyridine 1-oxide). As a reaction SMILES: [NH2:1][C:2]1[C:7]([N+:8]([O-:10])=[O:9])=[CH:6][CH:5]=[CH:4][N:3]=1.ClC1C=CC=C(C(OO)=[O:19])C=1>CC(C)=O>[NH2:1][C:2]1[C:7]([N+:8]([O-:10])=[O:9])=[CH:6][CH:5]=[CH:4][N+:3]=1[O-:19]. Procedure details: To a solution of 2-amino-3-nitropyridine (5.0 g; 36 mmol) in acetone (250 mL) was added a solution of m-chloroperbenzoic acid (7.5 g; 100 mmol) in acetone (50 mL). The shiny orange solution was stirred at room temperature for 3 days. The resulting precipitate was dissolved again under heating and the solution poured onto a silica gel column. Column chromatography using acetone as eluant gave the title compound as an orange solid.